From a dataset of the Open Reaction Database (ORD), a public repository of structured organic reaction records. describe an organic reaction: reactants, conditions, products, and yield The reactants are CC(C)(C)Cc1cn(C(c2ccccc2)(c2ccccc2)c2ccccc2)c(CC(C)(O)c2ccc(Br)cc2)n1, O=C([O-])[O-], Cn1cc(B2OC(C)(C)C(C)(C)O2)cn1, CO, [K+], [K+], [Pd], c1ccc(P(c2ccccc2)c2ccccc2)cc1, c1ccc(P(c2ccccc2)c2ccccc2)cc1, Cc1ccccc1, c1ccc(P(c2ccccc2)c2ccccc2)cc1, c1ccc(P(c2ccccc2)c2ccccc2)cc1. RXN SMILES: [Br:1][c:2]1[cH:3][cH:4][c:5]([C:8]([CH2:9][c:10]2[n:11]([C:20]([c:21]3[cH:22][cH:23][cH:24][cH:25][cH:26]3)([c:27]3[cH:28][cH:29][cH:30][cH:31][cH:32]3)[c:33]3[cH:34][cH:35][cH:36][cH:37][cH:38]3)[cH:12][c:13]([CH2:15][C:16]([CH3:17])([CH3:18])[CH3:19])[n:14]2)([CH3:39])[OH:40])[cH:6][cH:7]1.[C:41](=[O:42])([O-:43])[O-:44].[CH3:47][n:48]1[n:49][cH:50][c:51]([B:53]2[O:54][C:55]([CH3:56])([CH3:57])[C:58]([CH3:59])([CH3:60])[O:61]2)[cH:52]1.[CH3:62][OH:63].[K+:45].[K+:46].[Pd:147].[c:109]1([P:110]([c:111]2[cH:112][cH:113][cH:114][cH:115][cH:116]2)[c:117]2[cH:118][cH:119][cH:120][cH:121][cH:122]2)[cH:123][cH:124][cH:125][cH:126][cH:127]1.[c:128]1([P:129]([c:130]2[cH:131][cH:132][cH:133][cH:134][cH:135]2)[c:136]2[cH:137][cH:138][cH:139][cH:140][cH:141]2)[cH:142][cH:143][cH:144][cH:145][cH:146]1.[c:64]1([CH3:65])[cH:66][cH:67][cH:68][cH:69][cH:70]1.[c:71]1([P:72]([c:73]2[cH:74][cH:75][cH:76][cH:77][cH:78]2)[c:79]2[cH:80][cH:81][cH:82][cH:83][cH:84]2)[cH:85][cH:86][cH:87][cH:88][cH:89]1.[c:90]1([P:91]([c:92]2[cH:93][cH:94][cH:95][cH:96][cH:97]2)[c:98]2[cH:99][cH:100][cH:101][cH:102][cH:103]2)[cH:104][cH:105][cH:106][cH:107][cH:108]1>>[c:2]1(-[c:51]2[cH:50][n:49][n:48]([CH3:47])[cH:52]2)[cH:3][cH:4][c:5]([C:8]([CH2:9][c:10]2[n:11]([C:20]([c:21]3[cH:22][cH:23][cH:24][cH:25][cH:26]3)([c:27]3[cH:28][cH:29][cH:30][cH:31][cH:32]3)[c:33]3[cH:34][cH:35][cH:36][cH:37][cH:38]3)[cH:12][c:13]([CH2:15][C:16]([CH3:17])([CH3:18])[CH3:19])[n:14]2)([CH3:39])[OH:40])[cH:6][cH:7]1. Yields the product Cn1cc(-c2ccc(C(C)(O)Cc3nc(CC(C)(C)C)cn3C(c3ccccc3)(c3ccccc3)c3ccccc3)cc2)cn1. Starting materials: ClC1=CC=C(C=C1)CN1C=2N(C(C=3N=CNC13)=S)CCN2 (4-[(4-Chlorophenyl)Methyl]-6,7-Dihydro-3H-Imidazo[1,2-a]Purin-9(4H)-Thione), CI (Methyl iodide), O (water), [OH-].[Na+] (sodium hydroxide). The solvent is C(C)O (ethanol). Reaction conditions: time 3 hour. The product is ClC1=CC=C(C=C1)CN1C=2N(C(=C3N=CN=C13)SC)CCN2 (4-[(4-Chlorophenyl)Methyl]-6,7-Dihydro-9-(Methylthio)Imidazo[1,2-a]Purine). Reaction SMILES: [Cl:1][C:2]1[CH:7]=[CH:6][C:5]([CH2:8][N:9]2[C:17]3[NH:16][CH:15]=[N:14][C:13]=3[C:12](=[S:18])[N:11]3[CH2:19][CH2:20][N:21]=[C:10]23)=[CH:4][CH:3]=1.O.[OH-].[Na+].[CH3:25]I>C(O)C>[Cl:1][C:2]1[CH:7]=[CH:6][C:5]([CH2:8][N:9]2[C:17]3[C:13]([N:14]=[CH:15][N:16]=3)=[C:12]([S:18][CH3:25])[N:11]3[CH2:19][CH2:20][N:21]=[C:10]23)=[CH:4][CH:3]=1 |f:2.3|. Procedure details: The product of Procedure 75, 6.65 g. (0.021 mole), was dissolved in a mixture of 100 ml. of water and 15 ml. of ethanol containing 1.0 g. (0.025 mole) of sodium hydroxide. Methyl iodide, 7.09 g. (0.05 mole) was then added whereupon a precipitate commenced to form and developed into a thick slurry within 3 hrs. The solid was collected, air dried, and recrystallized from DMF with charcoal treatment, m.p. 254.0°-256.0° dec. Reactants: ClC1=C(C=CC=C1)OC (o-chloroanisole), C(C)I (ethyl iodide), C(CCC)[Li] (butyl lithium), CC1(NC(CCC1)(C)C)C (2,2,6,6-tetramethylpiperidine), CN1C(CCCCC1)=O (N-methylcaprolactam), C(CCC)[Li] (butyl lithium). The solvent is O1CCCC1 (THF), O1CCCC1 (tetrahydrofuran), CCCCCC (hexane), O1CCCC1 (THF), CCCCCC (hexane). Conditions: time 30 minute. The product is C(C)C1(C(N(CCCC1)C)=O)C1=CC(=CC=C1)OC (3-ethylhexahydro-3-(3 -methoxyphenyl)-1-methyl-2H-azepin-2-one). Reaction SMILES: [CH2:1]([Li])[CH2:2][CH2:3][CH3:4].CC1(C)CCCC(C)(C)N1.[CH3:16][N:17]1[CH2:23][CH2:22][CH2:21][CH2:20]C[C:18]1=[O:24].Cl[C:26]1[CH:31]=[CH:30]C=[CH:28][C:27]=1[O:32][CH3:33].C(I)C>CCCCCC.O1CCCC1>[CH2:3]([C:2]1([C:1]2[CH:30]=[CH:31][CH:26]=[C:27]([O:32][CH3:33])[CH:28]=2)[CH2:20][CH2:21][CH2:22][CH2:23][N:17]([CH3:16])[C:18]1=[O:24])[CH3:4]. Procedure: a solution of butyl lithium (0.05 mole) in hexane (31.25 ml) was treated with 2,2,6,6-tetramethylpiperidine (8.5 ml), followed by dry tetrahydrofuran ("THF"; 100 ml) under an inert atmosphere at 0° C. The mixture was treated with a solution of N-methylcaprolactam (6.25 ml, 50 mM) in THF (20 ml) and stirred for 30 minutes. A solution of butyl lithium (0.05 mole) in hexane (31.25 ml), was added and the mixture stirred for 15 minutes. A solution of o-chloroanisole (6.2 ml) in THF (20 ml) was added ... Reactants: amine, amide, C1(=CC=CC=C1)S(=O)(=O)Cl (Benzenesulfonyl chloride), NC=1C(=CC2=C(OC3=C([C@H]4N2CCC[C@H]4NC(C(F)(F)F)=O)C=CC=C3)C1)Cl (trans-N-(8-amino-7-chloro-2,3,4,14b-tetrahydro-1H-dibenzo[b,f]pyrido[1,2-d][1,4]oxazepin-1-yl)-2,2,2,-trifluoroacetamide). The solvent is C(Cl)Cl (CH2Cl2), C(C)N(CC)CC (triethylamine). Run at temperature 40 celsius, time 4 hour. The product is ClC1=CC2=C(OC3=C([C@H]4N2CCC[C@H]4NC(C(F)(F)F)=O)C=CC=C3)C=C1N(S(=O)(=O)C1=CC=CC=C1)S(=O)(=O)C1=CC=CC=C1 (trans-N-(7-chloro-2,3,4,14b-tetrahydro-8-[bis(phenylsulfonyl)amino]-1H-dibenzo[b,f]pyrido[1,2-d][1,4]oxazepin-1-yl)-2,2,2-trifluoroacetamide). Isolated yield 105.5%. As a reaction SMILES: [C:1]1([S:7](Cl)(=[O:9])=[O:8])[CH:6]=[CH:5][CH:4]=[CH:3][CH:2]=1.[NH2:11][C:12]1[C:13]([Cl:38])=[CH:14][C:15]2[N:21]3[CH2:22][CH2:23][CH2:24][C@@H:25]([NH:26][C:27](=[O:32])[C:28]([F:31])([F:30])[F:29])[C@H:20]3[C:19]3[CH:33]=[CH:34][CH:35]=[CH:36][C:18]=3[O:17][C:16]=2[CH:37]=1>C(Cl)Cl.C(N(CC)CC)C>[Cl:38][C:13]1[C:12]([N:11]([S:7]([C:1]2[CH:6]=[CH:5][CH:4]=[CH:3][CH:2]=2)(=[O:9])=[O:8])[S:7]([C:1]2[CH:6]=[CH:5][CH:4]=[CH:3][CH:2]=2)(=[O:9])=[O:8])=[CH:37][C:16]2[O:17][C:18]3[CH:36]=[CH:35][CH:34]=[CH:33][C:19]=3[C@@H:20]3[C@H:25]([NH:26][C:27](=[O:32])[C:28]([F:31])([F:30])[F:29])[CH2:24][CH2:23][CH2:22][N:21]3[C:15]=2[CH:14]=1. Procedure details: N-acylation of an amine of Structure 25 to an amide of Structure 26 Benzenesulfonyl chloride (5 μL, 0.04 mmol) was added under N2 to trans-N-(8-amino-7-chloro-2,3,4,14b-tetrahydro-1H-dibenzo[b,f]pyrido[1,2-d][1,4]oxazepin-1-yl)-2,2,2,-trifluoroacetamide (5.0 mg, 0.01 mmol) in a mixture of 1 mL of CH2Cl2 and 25 μL of triethylamine. The resulting mixture was stirred at 40° C. for 4 h. After cooling the mixture was evaporated and the crude compound was purified by chromatography on silica. Elution ...